The task is: describe an organic reaction: reactants, conditions, products, and yield. This data is from the Open Reaction Database (ORD), a public repository of structured organic reaction records. The solvent is ClC(C)Cl (dichloroethane), C1(=CC=CC=C1)C (toluene). Yields the product C(C)N1C(=NC=2C=NC=CC21)CN2C(=NC=C2)C2=NC=CC=N2 (Ethyl-2-(2-pyrimidin-2-yl-imidazol-1-ylmethyl)-1H-imidazo[4,5-c]pyridine). The reactants are COC(CN1C(=NC=C1)C1=NC=CC=N1)=O ((2-pyrimidin-2-yl-imidazol-1-yl)-acetic acid methyl ester), C(C)NC1=C(C=NC=C1)N (N4-ethyl-pyridine-3,4-diamine), C[Al](C)C (AlMe3). Reaction SMILES: [CH2:1]([NH:3][C:4]1[CH:9]=[CH:8][N:7]=[CH:6][C:5]=1[NH2:10])[CH3:2].C[Al](C)C.CO[C:17](=O)[CH2:18][N:19]1[CH:23]=[CH:22][N:21]=[C:20]1[C:24]1[N:29]=[CH:28][CH:27]=[CH:26][N:25]=1>ClC(Cl)C.C1(C)C=CC=CC=1>[CH2:1]([N:3]1[C:4]2[CH:9]=[CH:8][N:7]=[CH:6][C:5]=2[N:10]=[C:17]1[CH2:18][N:19]1[CH:23]=[CH:22][N:21]=[C:20]1[C:24]1[N:29]=[CH:28][CH:27]=[CH:26][N:25]=1)[CH3:2]. The yield is 29.1%. Reaction conditions: time 1 hour. Reported procedure: To a solution of N4-ethyl-pyridine-3,4-diamine (Justus Liebigs Ann. Chem. (1935) 518, 274, 287) (125 mg, 0.9 mmol) in dichloroethane (10 mL) is added a solution of AlMe3 in toluene (2M, 1.37 mL) dropwise under nitrogen. After addition, the mixture is stirred at room temperature for one hour and (2-pyrimidin-2-yl-imidazol-1-yl)-acetic acid methyl ester (100 mg, 0.45 mmol) is added in one portion. The reaction mixture is heated with stirring at 80° C. for 2 days. After cooled, the mixture is quenc... The reactants are ClC1=CC=C(C=C1)C=CC(=C(CC(=O)O)C)C1=CC(=C(C=C1)OC)OC (5-(4-chlorophenyl)-3-(3,4-dimethoxyphenyl)-2-methyl-penta-2,4-diene-1-carboxylic acid), C(=O)(N1C=NC=C1)N1C=NC=C1 (1,1'-carbonyldiimidazole), C(=O)=O (CO2), 1.74, N1CCOCC1 (morpholine). Solvent: O1CCCC1 (tetrahydrofuran). Run at time 10 minute. The product is ClC1=CC=C(C=C1)C=CC(=C(CC(=O)N1CCOCC1)C)C1=CC(=C(C=C1)OC)OC (5-(4-Chlorophenyl)-3-(3,4-dimethoxyphenyl)-2-methyl-penta-2,4-diene-1-carboxylic acid morpholide). Reaction SMILES: [Cl:1][C:2]1[CH:7]=[CH:6][C:5]([CH:8]=[CH:9][C:10]([C:17]2[CH:22]=[CH:21][C:20]([O:23][CH3:24])=[C:19]([O:25][CH3:26])[CH:18]=2)=[C:11]([CH3:16])[CH2:12][C:13]([OH:15])=O)=[CH:4][CH:3]=1.C(N1C=CN=C1)(N1C=CN=C1)=O.C(=O)=O.[NH:42]1[CH2:47][CH2:46][O:45][CH2:44][CH2:43]1>O1CCCC1>[Cl:1][C:2]1[CH:3]=[CH:4][C:5]([CH:8]=[CH:9][C:10]([C:17]2[CH:22]=[CH:21][C:20]([O:23][CH3:24])=[C:19]([O:25][CH3:26])[CH:18]=2)=[C:11]([CH3:16])[CH2:12][C:13]([N:42]2[CH2:47][CH2:46][O:45][CH2:44][CH2:43]2)=[O:15])=[CH:6][CH:7]=1. Procedure details: 5.38 g (15 mmols) of 5-(4-chlorophenyl)-3-(3,4-dimethoxyphenyl)-2-methyl-penta-2,4-diene-1-carboxylic acid were dissolved in 30 ml of absolute tetrahydrofuran, and 3.24 g (20 mmols) of 1,1'-carbonyldiimidazole were added in portions thereto. After the evolution of CO2 had ended, 1.74 (20 mmols) of morpholine were added, the mixture was allowed to stand at room temperature for 10 minutes and was then refluxed for 2 hours. The solution was evaporated in vacuo, and the residue was shaken with tolue... Reactants: C(C)(=O)OCCCS(=O)(=O)Cl (3-acetoxy-1-propanesulfonylchloride), CNC (dimethylamine). Product: OCCCS(=O)(=O)N(C)C (3-hydroxy-N,N-dimethylpropane-1-sulfonamide). RXN SMILES: C([O:4][CH2:5][CH2:6][CH2:7][S:8](Cl)(=[O:10])=[O:9])(=O)C.[CH3:12][NH:13][CH3:14]>>[OH:4][CH2:5][CH2:6][CH2:7][S:8]([N:13]([CH3:14])[CH3:12])(=[O:10])=[O:9]. Reported procedure: Using 3-acetoxy-1-propanesulfonylchloride and dimethylamine, substantially the same reaction was conducted as in reference example 47 and 48 to produce the title compound. The reactants are C1CCOC1, CCOC(C)=O, O=C(Cl)C1CCCCC1, Nc1ccc(F)c([N+](=O)[O-])c1, c1ccncc1. Product: O=C(Nc1ccc(F)c([N+](=O)[O-])c1)C1CCCCC1. As a reaction SMILES: [CH2:33]1[O:34][CH2:35][CH2:36][CH2:37]1.[CH3:27][CH2:28][O:29][C:30](=[O:31])[CH3:32].[CH:12]1([C:18](=[O:19])[Cl:20])[CH2:13][CH2:14][CH2:15][CH2:16][CH2:17]1.[F:1][c:2]1[c:3]([N+:9](=[O:10])[O-:11])[cH:4][c:5]([NH2:6])[cH:7][cH:8]1.[cH:21]1[cH:22][cH:23][n:24][cH:25][cH:26]1>>[F:1][c:2]1[c:3]([N+:9](=[O:10])[O-:11])[cH:4][c:5]([NH:6][C:18]([CH:12]2[CH2:13][CH2:14][CH2:15][CH2:16][CH2:17]2)=[O:19])[cH:7][cH:8]1. The reactants are CC(C)=O, O=C(O)C(O)C(O)C(=O)O, CC(C)C[AlH]CC(C)C, Cc1ccccc1, COc1cc(C(C)(C)C#N)ccc1F. Product: COc1cc(C(C)(C)C=O)ccc1F. As a reaction SMILES: [C:24]([CH3:25])([CH3:26])=[O:27].[C:28]([OH:29])(=[O:30])[CH:31]([CH:32]([C:33]([OH:34])=[O:35])[OH:36])[OH:37].[CH3:15][CH:16]([CH2:17][AlH:18][CH2:19][CH:20]([CH3:21])[CH3:22])[CH3:23].[CH3:38][c:39]1[cH:40][cH:41][cH:42][cH:43][cH:44]1.[F:1][c:2]1[c:3]([O:13][CH3:14])[cH:4][c:5]([C:8]([C:9]#[N:10])([CH3:11])[CH3:12])[cH:6][cH:7]1>>[F:1][c:2]1[c:3]([O:13][CH3:14])[cH:4][c:5]([C:8]([CH:9]=[O:27])([CH3:11])[CH3:12])[cH:6][cH:7]1. Starting materials: CCCCCCCCC#Cc1sc2c(sc3c2sc2c4sccc4sc23)c1CCCCCCCCCC, CCOC(C)=O. Yields the product CCCCCCCCCCc1sc2c(sc3c2sc2c4sccc4sc23)c1CCCCCCCCCC. As a reaction SMILES: [C:1](#[C:2][CH2:3][CH2:4][CH2:5][CH2:6][CH2:7][CH2:8][CH2:9][CH3:10])[c:11]1[c:12]([CH2:28][CH2:29][CH2:30][CH2:31][CH2:32][CH2:33][CH2:34][CH2:35][CH2:36][CH3:37])[c:13]2[c:14]([c:15]3[c:16]([s:17]2)[c:18]2[s:19][c:20]4[c:21]([c:22]2[s:23]3)[s:24][cH:25][cH:26]4)[s:27]1.[CH3:38][CH2:39][O:40][C:41](=[O:42])[CH3:43]>>[CH2:1]([CH2:2][CH2:3][CH2:4][CH2:5][CH2:6][CH2:7][CH2:8][CH2:9][CH3:10])[c:11]1[c:12]([CH2:28][CH2:29][CH2:30][CH2:31][CH2:32][CH2:33][CH2:34][CH2:35][CH2:36][CH3:37])[c:13]2[c:14]([c:15]3[c:16]([s:17]2)[c:18]2[s:19][c:20]4[c:21]([c:22]2[s:23]3)[s:24][cH:25][cH:26]4)[s:27]1. Starting materials: NCC(COCCCCCCCCCCCCCCCC)O (1-amino-3-hexadecyloxy-2-propanol), C([C@@H]1[C@H]([C@@H]([C@H]([C@H](O1)O[C@@H]2[C@H](O[C@H]([C@@H]([C@H]2O)O)O)CO)O)O)O)O (maltose). The reagents and catalysts are [Pd] (palladium on carbon). Solvent: CO (methanol). Run at time 20 hour. Yields the product C(CCCCCCCCCCCCCCC)OCC(CN(C[C@H](O)[C@@H](O[C@@H]1[C@H](O)[C@@H](O)[C@H](O)[C@H](O1)CO)[C@H](O)[C@H](O)CO)C(CCCCCCCCCCCCCCC)=O)O (1-[N-(3-hexadecyloxy-2-hydroxypropyl)hexadecanoylamino]-1-deoxy-3-O-α-D-glucopyranosyl-D-glucitol). Isolated yield 48.0%. Reaction SMILES: [NH2:1][CH2:2][CH:3]([OH:22])[CH2:4][O:5][CH2:6][CH2:7][CH2:8][CH2:9][CH2:10][CH2:11][CH2:12][CH2:13][CH2:14][CH2:15][CH2:16][CH2:17][CH2:18][CH2:19][CH2:20][CH3:21].[CH2:23]([OH:45])[C@H:24]1[O:29][C@H:28]([O:30][C@H:31]2[C@H:36]([OH:37])[C@@H:35]([OH:38])[C@H:34]([OH:39])[O:33][C@@H:32]2[CH2:40]O)[C@H:27]([OH:42])[C@@H:26]([OH:43])[C@@H:25]1[OH:44]>[Pd].CO>[CH2:6]([O:5][CH2:4][CH:3]([OH:22])[CH2:2][N:1]([C:6](=[O:5])[CH2:7][CH2:8][CH2:9][CH2:10][CH2:11][CH2:12][CH2:13][CH2:14][CH2:15][CH2:16][CH2:17][CH2:18][CH2:19][CH2:20][CH3:21])[CH2:40][C@@H:32]([C@H:31]([C@@H:36]([C@@H:35]([CH2:34][OH:39])[OH:38])[OH:37])[O:30][C@H:28]1[O:29][C@H:24]([CH2:23][OH:45])[C@@H:25]([OH:44])[C@H:26]([OH:43])[C@H:27]1[OH:42])[OH:33])[CH2:7][CH2:8][CH2:9][CH2:10][CH2:11][CH2:12][CH2:13][CH2:14][CH2:15][CH2:16][CH2:17][CH2:18][CH2:19][CH2:20][CH3:21]. Procedure details: A 1-liter eggplant type flask equipped with a reflux condenser was charged with 22.7 g (72 mmol) of 1-amino-3-hexadecyloxy-2-propanol, 23.5 g (69 mmol) of maltose and 350 g of methanol. After stirring the mixture for 20 hours at room temperature under a nitrogen atmosphere, it was heated and stirred at 80° C. for 1 hour. The thus-obtained solution was transferred to a 970-ml autoclave, and 2.26 g of palladium on carbon was added, thereby subjecting the solution to hydrogenolysis at 50° C. for 16...